Dataset: the Open Reaction Database (ORD), a public repository of structured organic reaction records. Task: describe an organic reaction: reactants, conditions, products, and yield Reactants: C(C)N=C=O (Ethyl isocyanate), CNC1C2=CC=CC=C2OC=2C=CC=CC12 (9-methylaminoxanthen). Solvent: C(Cl)Cl (methylene chloride). Product: C(C)NC(N(C1C2=CC=CC=C2OC=2C=CC=CC12)C)=O (N'-ethyl-N-methyl-N-9-xanthenylurea). RXN SMILES: [CH2:1]([N:3]=[C:4]=[O:5])[CH3:2].[CH3:6][NH:7][CH:8]1[C:21]2[CH:20]=[CH:19][CH:18]=[CH:17][C:16]=2[O:15][C:14]2[C:9]1=[CH:10][CH:11]=[CH:12][CH:13]=2>C(Cl)Cl>[CH2:1]([NH:3][C:4](=[O:5])[N:7]([CH3:6])[CH:8]1[C:21]2[CH:20]=[CH:19][CH:18]=[CH:17][C:16]=2[O:15][C:14]2[C:9]1=[CH:10][CH:11]=[CH:12][CH:13]=2)[CH3:2]. Procedure details: Ethyl isocyanate (1 ml.) was added to a solution of 9-methylaminoxanthen (2.02 g.) in methylene chloride (10 ml.). There was an exothermic reaction and after 20 minutes at room temperature the solvent was evaporated. The residue was recrystallised from benzene to give N'-ethyl-N-methyl-N-9-xanthenylurea, m.p. 139°-141°C. Starting materials: compound, CN1CCOCC1 (NMM), C1(=CC=CC2=CC=CC=C12)S(=O)(=O)[C@](N)(CO)C(=O)O (2-naphthalene sulfonyl-serine), C=1C=CC2=C(C1)N=NN2O (HOBT), CCN=C=NCCCN(C)C (WSC), CN(C)C=O (DMF). Run at time 5 minute. Product: C(=O)(OCC1=CC=CC=C1)N1CC(CCC1)CO (N-Carbobenzyloxy-3-piperidinemethanol). Isolated yield 87.0%. As a reaction SMILES: [C:1]1(S([C@@](C(O)=O)(CO)N)(=O)=O)[C:10]2[C:5](=[CH:6][CH:7]=[CH:8][CH:9]=2)C=CC=1.C1C=CC2N([OH:30])N=NC=2C=1.CCN=C=NC[CH2:37][CH2:38]N(C)C.CN1[CH2:48][CH2:47][O:46]CC1.[CH3:49][N:50]([CH:52]=[O:53])[CH3:51]>>[C:52]([N:50]1[CH2:51][CH2:38][CH2:37][CH:48]([CH2:47][OH:46])[CH2:49]1)([O:30][CH2:1][C:10]1[CH:5]=[CH:6][CH:7]=[CH:8][CH:9]=1)=[O:53]. Procedure: To a solution of 2-naphthalene sulfonyl-serine (prepared in Example XII Part D) (0.78 g, 2.67 mmol) and HOBT (0.4 g, 2.93 mmol) in 11 mL DMF was added WSC (0.56 g, 2.93 mmol), followed by Part D compound (1.03 g, 2.67 mmol). After 5 minutes, NMM (0.82 mL, 5.86 mmol) was added to adjust the pH to 7.5-8.0 and the reaction stirred at room temperature for 16 hrs. The reaction mixture was partitioned between EtOAc and a sat. solution of NaHCO3 and the EtOAc layer was washed with a sat. solution of KH... The reactants are CNc1nc(SC)ncc1C#N, CCO, NN, O. The product is CNc1nc(NN)ncc1C#N. Reaction SMILES: [C:1](#[N:2])[c:3]1[c:4]([NH:11][CH3:12])[n:5][c:6]([S:9][CH3:10])[n:7][cH:8]1.[CH3:16][CH2:17][OH:18].[NH2:14][NH2:15].[OH2:13]>>[C:1](#[N:2])[c:3]1[c:4]([NH:11][CH3:12])[n:5][c:6]([NH:14][NH2:15])[n:7][cH:8]1. The reactants are CCCCCC(Oc1ccc(C(=O)c2cn(CCCC(=O)OCC)c3ccccc23)cc1)c1ccc(CC(C)C)cc1, C1COCCO1, CCOC(C)=O, CCO, Cl, [Na+], [OH-]. Product: CCCCCC(Oc1ccc(C(=O)c2cn(CCCC(=O)O)c3ccccc23)cc1)c1ccc(CC(C)C)cc1. Reaction SMILES: [CH2:1]([CH:2]([CH3:3])[CH3:4])[c:5]1[cH:6][cH:7][c:8]([CH:11]([CH2:12][CH2:13][CH2:14][CH2:15][CH3:16])[O:17][c:18]2[cH:19][cH:20][c:21]([C:22](=[O:23])[c:24]3[cH:25][n:26]([CH2:33][CH2:34][CH2:35][C:36](=[O:37])[O:38][CH2:39][CH3:40])[c:27]4[cH:28][cH:29][cH:30][cH:31][c:32]34)[cH:41][cH:42]2)[cH:9][cH:10]1.[CH2:55]1[O:56][CH2:57][CH2:58][O:59][CH2:60]1.[CH3:45][CH2:46][O:47][C:48](=[O:49])[CH3:50].[CH3:52][CH2:53][OH:54].[ClH:51].[Na+:44].[OH-:43]>>[CH2:1]([CH:2]([CH3:3])[CH3:4])[c:5]1[cH:6][cH:7][c:8]([CH:11]([CH2:12][CH2:13][CH2:14][CH2:15][CH3:16])[O:17][c:18]2[cH:19][cH:20][c:21]([C:22](=[O:23])[c:24]3[cH:25][n:26]([CH2:33][CH2:34][CH2:35][C:36](=[O:37])[OH:38])[c:27]4[cH:28][cH:29][cH:30][cH:31][c:32]34)[cH:41][cH:42]2)[cH:9][cH:10]1.